From a dataset of the Open Reaction Database (ORD), a public repository of structured organic reaction records. describe an organic reaction: reactants, conditions, products, and yield Reactants: CCOC(=O)c1cnc2c(c1O)C(N)CCC2, CC(=O)OC(C)=O, ClC(Cl)Cl. Yields the product CCOC(=O)c1cnc2c(c1O)C(NC(C)=O)CCC2. As a reaction SMILES: [CH2:1]([CH3:2])[O:3][C:4](=[O:5])[c:6]1[cH:7][n:8][c:9]2[c:14]([c:15]1[OH:16])[CH:13]([NH2:17])[CH2:12][CH2:11][CH2:10]2.[CH3:18][C:19](=[O:20])[O:21][C:22](=[O:23])[CH3:24].[CH:25]([Cl:26])([Cl:27])[Cl:28]>>[CH2:1]([CH3:2])[O:3][C:4](=[O:5])[c:6]1[cH:7][n:8][c:9]2[c:14]([c:15]1[OH:16])[CH:13]([NH:17][C:19]([CH3:18])=[O:20])[CH2:12][CH2:11][CH2:10]2. Reactants: CCCCCCCCCCCCN(CCCCCC)CCOc1ccc(CCC(OC)(OC)C(F)(F)F)cc1, CCCCCCCCCCCCN(CCCC(=O)O)CCOc1ccc(CCC(=O)C(F)(F)F)cc1, O=C(O)C(F)(F)F. The product is CCCCCCCCCCCCN(CCCCCC)CCOc1ccc(CCC(=O)C(F)(F)F)cc1. RXN SMILES: [CH2:1]([CH2:2][CH2:3][CH2:4][CH2:5][CH3:6])[N:7]([CH2:8][CH2:9][O:10][c:11]1[cH:12][cH:13][c:14]([CH2:17][CH2:18][C:19]([C:20]([F:21])([F:22])[F:23])([O:24][CH3:27])[O:25][CH3:26])[cH:15][cH:16]1)[CH2:28][CH2:29][CH2:30][CH2:31][CH2:32][CH2:33][CH2:34][CH2:35][CH2:36][CH2:37][CH2:38][CH3:39].[CH2:47]([N:48]([CH2:49][CH2:50][CH2:51][C:52]([OH:53])=[O:54])[CH2:55][CH2:56][O:57][c:58]1[cH:59][cH:60][c:61]([CH2:62][CH2:63][C:64](=[O:65])[C:66]([F:67])([F:68])[F:69])[cH:70][cH:71]1)[CH2:72][CH2:73][CH2:74][CH2:75][CH2:76][CH2:77][CH2:78][CH2:79][CH2:80][CH2:81][CH3:82].[OH:40][C:41]([C:42]([F:43])([F:44])[F:45])=[O:46]>>[CH2:1]([CH2:2][CH2:3][CH2:4][CH2:5][CH3:6])[N:7]([CH2:8][CH2:9][O:10][c:11]1[cH:12][cH:13][c:14]([CH2:17][CH2:18][C:19]([C:20]([F:21])([F:22])[F:23])=[O:24])[cH:15][cH:16]1)[CH2:28][CH2:29][CH2:30][CH2:31][CH2:32][CH2:33][CH2:34][CH2:35][CH2:36][CH2:37][CH2:38][CH3:39]. Reactants: COC1=CC=C(CCN)C=C1 (4-Methoxyphenethyl amine), C1(CCCC1)I (cyclopentyl iodide). Solvent: CC#N (CH3CN), C(Cl)Cl (CH2Cl2). The product is COC1=CC=C(CCNC2CCCC2)C=C1 (N-(4-methoxyphenethyl)cyclopentanamine). Yield: 194.7%. Reaction SMILES: [CH3:1][O:2][C:3]1[CH:11]=[CH:10][C:6]([CH2:7][CH2:8][NH2:9])=[CH:5][CH:4]=1.[CH:12]1(I)[CH2:16][CH2:15][CH2:14][CH2:13]1>CC#N.C(Cl)Cl>[CH3:1][O:2][C:3]1[CH:11]=[CH:10][C:6]([CH2:7][CH2:8][NH:9][CH:12]2[CH2:16][CH2:15][CH2:14][CH2:13]2)=[CH:5][CH:4]=1. Reported procedure: 4-Methoxyphenethyl amine (0.8 mL, 6 mmol), and cyclopentyl iodide (0.22 mL, 2 mmol) in CH3CN (5 mL) were irradiated for 10 min in a microwave at 110° C. After cooling to room temperature the mixture was diluted with CH2Cl2 and washed with NaHCO3 solution. The organic layer was dried over anhydrous Na2SO4 and evaporated in vacuo. The crude product was purified by silica gel chromatography using hexane as eluent and the product N-(4-methoxyphenethyl)cyclopentanamine (0.854 g, 65%) was obtained as ... The reactants are CCOC(C)=O, Cc1c(N2C(=O)N3CCC(=O)C3C2C(F)(F)F)ccc(C#N)c1Cl, O=[Pt]=O. Product: Cc1c(N2C(=O)N3CCC(O)C3C2C(F)(F)F)ccc(C#N)c1Cl. RXN SMILES: [CH3:25][CH2:26][O:27][C:28]([CH3:29])=[O:30].[Cl:1][c:2]1[c:3]([C:4]#[N:5])[cH:6][cH:7][c:8]([N:11]2[C:12](=[O:24])[N:13]3[CH:14]([CH:15]2[C:16]([F:17])([F:18])[F:19])[C:20](=[O:23])[CH2:21][CH2:22]3)[c:9]1[CH3:10].[Pt:31](=[O:32])=[O:33]>>[Cl:1][c:2]1[c:3]([C:4]#[N:5])[cH:6][cH:7][c:8]([N:11]2[C:12](=[O:24])[N:13]3[CH:14]([CH:15]2[C:16]([F:17])([F:18])[F:19])[CH:20]([OH:23])[CH2:21][CH2:22]3)[c:9]1[CH3:10]. As a reaction SMILES: [CH3:19][S-:20].[CH3:1][c:2]1[cH:3][c:4]([O:17][CH3:18])[c:5]([C:9](=[O:10])[c:11]2[cH:12][cH:13][cH:14][cH:15][cH:16]2)[cH:6][c:7]1[CH3:8].[CH3:23][N:24]([CH3:25])[CH:26]=[O:27].[Na+:21].[OH2:22]>>[CH3:1][c:2]1[cH:3][c:4]([OH:17])[c:5]([C:9](=[O:10])[c:11]2[cH:12][cH:13][cH:14][cH:15][cH:16]2)[cH:6][c:7]1[CH3:8]. Reactants: C[S-], COc1cc(C)c(C)cc1C(=O)c1ccccc1, CN(C)C=O, [Na+], O. Yields the product Cc1cc(O)c(C(=O)c2ccccc2)cc1C.